Dataset: the Open Reaction Database (ORD), a public repository of structured organic reaction records. Task: describe an organic reaction: reactants, conditions, products, and yield Starting materials: OCc1ccc(OCc2ccccc2)cc1, O=S(Cl)Cl, c1ccncc1. Product: ClCc1ccc(OCc2ccccc2)cc1. RXN SMILES: [CH2:1]([c:2]1[cH:3][cH:4][cH:5][cH:6][cH:7]1)[O:8][c:9]1[cH:10][cH:11][c:12]([CH2:13][OH:14])[cH:15][cH:16]1.[S:23]([Cl:24])([Cl:25])=[O:26].[cH:17]1[cH:18][cH:19][n:20][cH:21][cH:22]1>>[CH2:1]([c:2]1[cH:3][cH:4][cH:5][cH:6][cH:7]1)[O:8][c:9]1[cH:10][cH:11][c:12]([CH2:13][Cl:25])[cH:15][cH:16]1. Starting materials: C(C)(C)(C)C=1C=CC(=C(C1)C1=NC=C(C=C1)C)OC (2-(5-(tert-butyl)-2-methoxyphenyl)-5-methylpyridine), B(Br)(Br)Br (boron tribromide), C(O)([O-])=O.[Na+] (sodium hydrogen carbonate), CO (methanol). Run in ClCCl (dichloromethane), ClCCl (dichloromethane). Conditions: temperature 0 celsius, time 5 hour. Product: C(C)(C)(C)C1=CC(=C(C=C1)O)C1=NC=C(C=C1)C (4-(tert-butyl)-2-(5-methylpyridin-2-yl)phenol). Yield: 92.5%. RXN SMILES: [C:1]([C:5]1[CH:6]=[CH:7][C:8]([O:18]C)=[C:9]([C:11]2[CH:16]=[CH:15][C:14]([CH3:17])=[CH:13][N:12]=2)[CH:10]=1)([CH3:4])([CH3:3])[CH3:2].B(Br)(Br)Br.CO.C(=O)([O-])O.[Na+]>ClCCl>[C:1]([C:5]1[CH:6]=[CH:7][C:8]([OH:18])=[C:9]([C:11]2[CH:16]=[CH:15][C:14]([CH3:17])=[CH:13][N:12]=2)[CH:10]=1)([CH3:4])([CH3:3])[CH3:2] |f:3.4|. Reported procedure: To a solution of 2-(5-(tert-butyl)-2-methoxyphenyl)-5-methylpyridine (1.216 g, 4.76 mmol) in dry dichloromethane (50 mL) at 0° C. under nitrogen was added dropwise a solution of boron tribromide in dichloromethane (1.0 M, 9.52 mL, 9.52 mmol) and the reaction mixture stirred at 0° C. to room temperature for 5 hours. The reaction mixture was then re-cooled to 0° C., methanol (50 mL) added dropwise and the mixture then stirred at 40° C. for 18 hours. The reaction mixture was concentrated under redu... The reactants are FC(C=1C=C(C(=O)Cl)C=CC1)(F)F (m-trifluoromethylbenzoyl chloride), NC1=C(C=CC=C1)S(=O)(=O)NCCCN1C=NC=C1 (2-amino-N-[(3-imidazol-1-yl)propyl]benzenesulfonamide), 1B. Run in ClCCl (dichloromethane), N1=CC=CC=C1 (pyridine), C(C)(=O)OCC (ethyl acetate). The product is N1(C=NC=C1)CCCNS(=O)(=O)C1=C(C=CC=C1)NC(C1=CC(=CC=C1)C(F)(F)F)=O (N-[2-[[[3-(1H-Imidazol-1-yl)propyl]amino]sulfonyl]phenyl]-3-(trifluoromethyl)benzamide). Isolated yield 58.9%. As a reaction SMILES: [F:1][C:2]([F:13])([F:12])[C:3]1[CH:4]=[C:5]([CH:9]=[CH:10][CH:11]=1)[C:6](Cl)=[O:7].[NH2:14][C:15]1[CH:20]=[CH:19][CH:18]=[CH:17][C:16]=1[S:21]([NH:24][CH2:25][CH2:26][CH2:27][N:28]1[CH:32]=[CH:31][N:30]=[CH:29]1)(=[O:23])=[O:22]>ClCCl.N1C=CC=CC=1.C(OCC)(=O)C>[N:28]1([CH2:27][CH2:26][CH2:25][NH:24][S:21]([C:16]2[CH:17]=[CH:18][CH:19]=[CH:20][C:15]=2[NH:14][C:6](=[O:7])[C:5]2[CH:9]=[CH:10][CH:11]=[C:3]([C:2]([F:13])([F:12])[F:1])[CH:4]=2)(=[O:23])=[O:22])[CH:32]=[CH:31][N:30]=[CH:29]1. Procedure details: A solution of 4.24 g (0.0203 mol) of m-trifluoromethylbenzoyl chloride in 10 ml of dichloromethane was added dropwise to a solution of 4.35 g (0.0153 mol) of 2-amino-N-[(3-imidazol-1-yl)propyl]benzenesulfonamide, prepared as in Examples 1A and 1B, in 70 ml of pyridine, under nitrogen. When the reaction was complete, as determined by thin layer chromatography, the resulting reaction mixture was reduced to dryness under reduced pressure. The resultant oil was dissolved in an ethyl acetate/aqueous ... Starting materials: Cn1cc(C(=O)O)ccc1=O, CC(N)C(N)(c1ccc(F)cc1)c1ccc(F)nc1. Product: CC1NC(c2ccc(=O)n(C)c2)=NC1(c1ccc(F)cc1)c1ccc(F)nc1. Reaction SMILES: [CH3:20][n:21]1[c:22](=[O:30])[cH:23][cH:24][c:25]([C:27]([OH:28])=[O:29])[cH:26]1.[F:1][c:2]1[cH:3][cH:4][c:5]([C:8]([CH:9]([CH3:10])[NH2:11])([NH2:12])[c:13]2[cH:14][n:15][c:16]([F:19])[cH:17][cH:18]2)[cH:6][cH:7]1>>[F:1][c:2]1[cH:3][cH:4][c:5]([C:8]2([c:13]3[cH:14][n:15][c:16]([F:19])[cH:17][cH:18]3)[CH:9]([CH3:10])[NH:11][C:27]([c:25]3[cH:24][cH:23][c:22](=[O:30])[n:21]([CH3:20])[cH:26]3)=[N:12]2)[cH:6][cH:7]1.